From a dataset of the Open Reaction Database (ORD), a public repository of structured organic reaction records. describe an organic reaction: reactants, conditions, products, and yield The reactants are S(=O)([O-])[O-].[Na+].[Na+] (sodium sulfite), Cl (hydrochloric acid), OO (hydrogen peroxide), CS(=O)(=O)NC1=CC=C(C(=O)NCCN2CCSCC2)C=C1 (4-[(methylsulfonyl)amino]-N-[2-(thiomorpholin-4-yl)ethyl]benzamide). Run in O (H2O), CO (methanol). Run at temperature 0 celsius. Yields the product CS(=O)(=O)NC1=CC=C(C(=O)NCCN2CCS(CC2)=O)C=C1 (4-[(Methylsulfonyl)amino]-N-[2-(1-oxo-thiomorpholin-4-yl)ethyl]benzamide). RXN SMILES: [CH3:1][S:2]([NH:5][C:6]1[CH:22]=[CH:21][C:9]([C:10]([NH:12][CH2:13][CH2:14][N:15]2[CH2:20][CH2:19][S:18][CH2:17][CH2:16]2)=[O:11])=[CH:8][CH:7]=1)(=[O:4])=[O:3].Cl.OO.S([O-])([O-])=[O:27].[Na+].[Na+]>O.CO>[CH3:1][S:2]([NH:5][C:6]1[CH:7]=[CH:8][C:9]([C:10]([NH:12][CH2:13][CH2:14][N:15]2[CH2:16][CH2:17][S:18](=[O:27])[CH2:19][CH2:20]2)=[O:11])=[CH:21][CH:22]=1)(=[O:3])=[O:4] |f:3.4.5|. Reported procedure: To 50 ml of methanol add 1.0 g (2.93 mmole) of 4-[(methylsulfonyl)amino]-N-[2-(thiomorpholin-4-yl)ethyl]benzamide. Add dropwise 3.08 ml (3.08 mmole) of 1.0N hydrochloric acid. Cool the solution to 0° C. Slowly add 0.70 ml (6.16 mmole) of 30% w/v hydrogen peroxide. Stir the reaction at ambient temperature. Monitor the progress of the reaction by thin layer chromatography on silica gel (methanol:1M NaCl; 95:5). Upon the completion of the reaction, add 25 ml of 10% sodium sulfite to the stirring so... The reactants are ClC1=C(C=NC2=NC(=CC=C12)OCC)C(=O)OCC (ethyl 4-chloro-7-ethoxy-1,8-naphthyridine-3-carboxylate), NC=1C=CC(=NC1)OCC (5-amino-2-ethoxypyridine). Solvent: IMS, CCOCC (ether). Yields the product Cl.C(C)OC1=CC=C2C(=C(C=NC2=N1)C(=O)OCC)NC=1C=CC(=NC1)OCC (ethyl 7-ethoxy-4-(2-ethoxy-5-pyridylamino)-1,8-naphthyridine-3-carboxylate hydrochloride). RXN SMILES: [Cl:1][C:2]1[C:11]2[C:6](=[N:7][C:8]([O:12][CH2:13][CH3:14])=[CH:9][CH:10]=2)[N:5]=[CH:4][C:3]=1[C:15]([O:17][CH2:18][CH3:19])=[O:16].[NH2:20][C:21]1[CH:22]=[CH:23][C:24]([O:27][CH2:28][CH3:29])=[N:25][CH:26]=1>CCOCC>[ClH:1].[CH2:13]([O:12][C:8]1[N:7]=[C:6]2[C:11]([C:2]([NH:20][C:21]3[CH:22]=[CH:23][C:24]([O:27][CH2:28][CH3:29])=[N:25][CH:26]=3)=[C:3]([C:15]([O:17][CH2:18][CH3:19])=[O:16])[CH:4]=[N:5]2)=[CH:10][CH:9]=1)[CH3:14] |f:3.4|. Procedure details: A mixture of ethyl 4-chloro-7-ethoxy-1,8-naphthyridine-3-carboxylate (1.6 g) and 5-amino-2-ethoxypyridine (0.8 g) and IMS (50 ml) was boiled under reflux for 2 hours. The mixture was cooled and ether (200 ml) was added. The mixture was filtered to give ethyl 7-ethoxy-4-(2-ethoxy-5-pyridylamino)-1,8-naphthyridine-3-carboxylate hydrochloride, m.p. 180°-185° C. Active (1/1) at 30 mg/kg. The product is Cc1cccc(OC(F)F)c1N. The reactants are CCO, Cc1cccc(OC(F)F)c1[N+](=O)[O-]. Reaction SMILES: [CH3:15][CH2:16][OH:17].[F:1][CH:2]([O:3][c:4]1[c:5]([N+:11]([O-:12])=[O:13])[c:6]([CH3:10])[cH:7][cH:8][cH:9]1)[F:14]>>[F:1][CH:2]([O:3][c:4]1[c:5]([NH2:11])[c:6]([CH3:10])[cH:7][cH:8][cH:9]1)[F:14]. Reactants: O=C(Nc1ccc(-c2cc(NC(=O)c3cncc(I)c3)cnc2OCC(F)(F)F)cc1Cl)OCc1ccccc1, O=C(O)C(F)(F)F. The product is Nc1ccc(-c2cc(NC(=O)c3cncc(I)c3)cnc2OCC(F)(F)F)cc1Cl. As a reaction SMILES: [CH2:1]([O:2][C:3](=[O:4])[NH:10][c:11]1[c:12]([Cl:39])[cH:13][c:14](-[c:17]2[c:18]([O:33][CH2:34][C:35]([F:36])([F:37])[F:38])[n:19][cH:20][c:21]([NH:23][C:24](=[O:25])[c:26]3[cH:27][n:28][cH:29][c:30]([I:32])[cH:31]3)[cH:22]2)[cH:15][cH:16]1)[c:5]1[cH:6][cH:7][cH:8][cH:9][cH:40]1.[OH:41][C:42]([C:43]([F:44])([F:45])[F:46])=[O:47]>>[NH2:10][c:11]1[c:12]([Cl:39])[cH:13][c:14](-[c:17]2[c:18]([O:33][CH2:34][C:35]([F:36])([F:37])[F:38])[n:19][cH:20][c:21]([NH:23][C:24](=[O:25])[c:26]3[cH:27][n:28][cH:29][c:30]([I:32])[cH:31]3)[cH:22]2)[cH:15][cH:16]1. The product is O=C(c1ccccc1)c1nc(C(F)(F)F)nc2ccsc12. Reaction SMILES: [CH2:33]1[O:34][CH2:35][CH2:36][CH2:37]1.[CH3:24][N+:25]1([CH3:26])[CH:27]=[CH:28][N:29]=[CH:30]1.[CH:15](=[O:16])[c:17]1[cH:18][cH:19][cH:20][cH:21][cH:22]1.[Cl:1][c:2]1[c:3]2[c:4]([n:5][c:6]([C:8]([F:9])([F:10])[F:11])[n:7]1)[cH:12][cH:13][s:14]2.[H-:32].[I-:23].[Na+:31].[OH2:38]>>[c:2]1([C:15](=[O:16])[c:17]2[cH:18][cH:19][cH:20][cH:21][cH:22]2)[c:3]2[c:4]([n:5][c:6]([C:8]([F:9])([F:10])[F:11])[n:7]1)[cH:12][cH:13][s:14]2. The reactants are C1CCOC1, C[N+]1(C)C=CN=C1, O=Cc1ccccc1, FC(F)(F)c1nc(Cl)c2sccc2n1, [H-], [I-], [Na+], O. Yields the product Cl.FC1=CC=C(C=C1)N1C(CCC2=CC(=CC=C12)OC1CCNCC1)=O (1-(4-fluorophenyl)-6-(piperidin-4-yloxy)-3,4-dihydroquinolin-2(1H)-one hydrochloride). Solvent: C(C)O (ethanol), C(C)(=O)OCC (ethyl acetate), C(C)(=O)OCC (ethyl acetate). Run at time 16 hour. Isolated yield 99.0%. Reaction SMILES: [F:1][C:2]1[CH:7]=[CH:6][C:5]([N:8]2[C:17]3[C:12](=[CH:13][C:14]([O:18][CH:19]4[CH2:24][CH2:23][N:22](C(OC(C)(C)C)=O)[CH2:21][CH2:20]4)=[CH:15][CH:16]=3)[CH2:11][CH2:10][C:9]2=[O:32])=[CH:4][CH:3]=1.[ClH:33]>C(OCC)(=O)C.C(O)C>[ClH:33].[F:1][C:2]1[CH:7]=[CH:6][C:5]([N:8]2[C:17]3[C:12](=[CH:13][C:14]([O:18][CH:19]4[CH2:20][CH2:21][NH:22][CH2:23][CH2:24]4)=[CH:15][CH:16]=3)[CH2:11][CH2:10][C:9]2=[O:32])=[CH:4][CH:3]=1 |f:4.5|. The reactants are FC1=CC=C(C=C1)N1C(CCC2=CC(=CC=C12)OC1CCN(CC1)C(=O)OC(C)(C)C)=O (tert-butyl 4-(1-(4-fluorophenyl)-2-oxo-1,2,3,4-tetrahydroquinolin-6-yloxy)piperidine-1-carboxylate), Cl (hydrochloric acid). Procedure details: To a solution of tert-butyl 4-(1-(4-fluorophenyl)-2-oxo-1,2,3,4-tetrahydroquinolin-6-yloxy)piperidine-1-carboxylate prepared in Example 7-(2) (6.0 g) in a mixture of ethyl acetate (12 mL) and ethanol (4 mL), 4M hydrochloric acid in ethyl acetate (10 mL) was added dropwise at room temperature and stirred for 16 hours. The reaction mixture was concentrated under reduced pressure, diluted with ethyl acetate and stirred at room temperature for 1 hour. The precipitate was collected by filtration and ... The reactants are [Cl-].[NH4+] (ammonium chloride), ClC=1C=NC=CC1 (3-chloropyridine), CN(C)C=O (DMF), solution, C(CCC)[Li] (n-butyllithium), CN(C)CCO (N,N dimethylaminoethanol). The solvent is C1CCOC1 (THF), C1CCOC1 (THF), C1CCOC1 (THF), CCCCCC (n-hexane). Run at temperature 0 celsius, time 30 minute. Yields the product ClC=1C(=NC=CC1)C=O (3-chloropyridine-2-carbaldehyde), oil. As a reaction SMILES: C([Li])CCC.[CH3:6][N:7]([CH2:9][CH2:10][OH:11])C.[Cl:12][C:13]1C=NC=[CH:17][CH:18]=1.CN(C=O)C.[Cl-].[NH4+]>CCCCCC.C1COCC1>[Cl:12][C:13]1[C:9]([CH:10]=[O:11])=[N:7][CH:6]=[CH:17][CH:18]=1 |f:4.5|. Reported procedure: A 2.5 M solution of n-butyllithium (96 ml, 240 ml) in n-hexane was added to a solution of N,N dimethylaminoethanol (10.65 g, 120 mmol) in abs. THF (70 ml) at −5° C. under argon within 25 min. The reaction mixture was stirred for 30 min at 0° C. and cooled down to −70° C. At a temperature of −70 to −65° C., a solution of 3-chloropyridine (3.8 ml, 4.5 g, 40 mmol) in abs. THF (60 ml) was added within 10 min and stirred for a further hour at this temperature. Abs. DMF (12.3 ml, 11.7 g, 160 mmol) in ... Starting materials: CN(CCCNC1=CC=C(C=C1)[N+](=O)[O-])C (4-(3-dimethylamino-propylamino)-nitrobenzene), C(CC)(=O)Cl (propionylchloride). Yields the product C(CC)(=O)N(CCCN(C)C)C1=CC=C(C=C1)[N+](=O)[O-] (4-[N-propionyl-N-(3-dimethylaminopropyl)-amino]-nitrobenzene). RXN SMILES: [CH3:1][N:2]([CH3:16])[CH2:3][CH2:4][CH2:5][NH:6][C:7]1[CH:12]=[CH:11][C:10]([N+:13]([O-:15])=[O:14])=[CH:9][CH:8]=1.[C:17](Cl)(=[O:20])[CH2:18][CH3:19]>>[C:17]([N:6]([C:7]1[CH:12]=[CH:11][C:10]([N+:13]([O-:15])=[O:14])=[CH:9][CH:8]=1)[CH2:5][CH2:4][CH2:3][N:2]([CH3:1])[CH3:16])(=[O:20])[CH2:18][CH3:19]. Reported procedure: Prepared from 4-(3-dimethylamino-propylamino)-nitrobenzene and propionylchloride